This data is from the Open Reaction Database (ORD), a public repository of structured organic reaction records. The task is: describe an organic reaction: reactants, conditions, products, and yield Reported procedure: 2-Amino-4-bromo-6-flourophenol (95MF2084) (0.078 g, 0.38 mmol), 2-chloroacetyl chloride (0.048 g, 0.42 mmol) and K2CO3 (0.11 g, 0.79 mmol) were mixed according to GP1 to give the title compound as a crude (95MF44) (0.091 g) As a reaction SMILES: [NH2:1][C:2]1[CH:7]=[C:6]([Br:8])[CH:5]=[C:4]([F:9])[C:3]=1[OH:10].Cl[CH2:12][C:13](Cl)=[O:14].C([O-])([O-])=O.[K+].[K+]>>[Br:8][C:6]1[CH:5]=[C:4]([F:9])[C:3]2[O:10][CH2:12][C:13](=[O:14])[NH:1][C:2]=2[CH:7]=1 |f:2.3.4|. Product: BrC=1C=C(C2=C(NC(CO2)=O)C1)F (6-Bromo-8-fluoro-4H-benzo[1,4]oxazin-3-one). Starting materials: NC1=C(C(=CC(=C1)Br)F)O (2-Amino-4-bromo-6-flourophenol), ClCC(=O)Cl (2-chloroacetyl chloride), C(=O)([O-])[O-].[K+].[K+] (K2CO3). Yield: 97.3%. The reactants are CCCc1c(Cc2ccc(-c3ccccc3C#N)cc2)c(=O)n(C2CCC(O[Si](C)(C)C(C)(C)C)CC2)c2cnnn12, CCCC[N+](CCCC)(CCCC)CCCC, [Cl-], [F-], [NH4+], C1CCOC1, C1CCOC1. Product: CCCc1c(Cc2ccc(-c3ccccc3C#N)cc2)c(=O)n(C2CCC(O)CC2)c2cnnn12. Reaction SMILES: [C:1]([Si:2]([CH3:3])([CH3:4])[O:6][CH:7]1[CH2:8][CH2:9][CH:10]([n:13]2[c:14]3[n:15]([c:16]([CH2:35][CH2:36][CH3:37])[c:17]([CH2:20][c:21]4[cH:22][cH:23][c:24](-[c:27]5[c:28]([C:33]#[N:34])[cH:29][cH:30][cH:31][cH:32]5)[cH:25][cH:26]4)[c:18]2=[O:19])[n:38][n:39][cH:40]3)[CH2:11][CH2:12]1)([CH3:5])([CH3:41])[CH3:42].[CH2:49]([N+:50]([CH2:51][CH2:52][CH2:53][CH3:54])([CH2:55][CH2:56][CH2:57][CH3:58])[CH2:59][CH2:60][CH2:61][CH3:62])[CH2:63][CH2:64][CH3:65].[Cl-:66].[F-:48].[NH4+:67].[O:43]1[CH2:44][CH2:45][CH2:46][CH2:47]1.[O:68]1[CH2:69][CH2:70][CH2:71][CH2:72]1>>[OH:6][CH:7]1[CH2:8][CH2:9][CH:10]([n:13]2[c:14]3[n:15]([c:16]([CH2:35][CH2:36][CH3:37])[c:17]([CH2:20][c:21]4[cH:22][cH:23][c:24](-[c:27]5[c:28]([C:33]#[N:34])[cH:29][cH:30][cH:31][cH:32]5)[cH:25][cH:26]4)[c:18]2=[O:19])[n:38][n:39][cH:40]3)[CH2:11][CH2:12]1.